This data is from the Open Reaction Database (ORD), a public repository of structured organic reaction records. The task is: describe an organic reaction: reactants, conditions, products, and yield Reactants: C=Cc1cc(F)ccc1Br, CN(C)C=O, Cl, N#C[Cu]. Yields the product C=Cc1cc(F)ccc1C#N. RXN SMILES: [Br:1][c:2]1[c:3]([CH:9]=[CH2:10])[cH:4][c:5]([F:8])[cH:6][cH:7]1.[CH3:15][N:16]([CH3:17])[CH:18]=[O:19].[ClH:14].[Cu:11][C:12]#[N:13]>>[c:2]1([C:12]#[N:13])[c:3]([CH:9]=[CH2:10])[cH:4][c:5]([F:8])[cH:6][cH:7]1. The reactants are FC(COCC=1C=CC=2N(C1)C(=CN2)C(=O)OCC)(F)F (ethyl 6-((2,2,2-trifluoroethoxy)methyl)imidazo[1,2-a]pyridine-3-carboxylate), [Li+].[OH-] (LiOH). Run in C1CCOC1.CO.O (THF MeOH H2O). Run at time 1 hour. Product: FC(COCC=1C=CC=2N(C1)C(=CN2)C(=O)O)(F)F (6((2,2,2-trifluoroethoxy)methyl)imidazo[1,2-a]pyridine-3-carboxylic acid). As a reaction SMILES: [F:1][C:2]([F:21])([F:20])[CH2:3][O:4][CH2:5][C:6]1[CH:7]=[CH:8][C:9]2[N:10]([C:12]([C:15]([O:17]CC)=[O:16])=[CH:13][N:14]=2)[CH:11]=1.[Li+].[OH-]>C1COCC1.CO.O>[F:21][C:2]([F:1])([F:20])[CH2:3][O:4][CH2:5][C:6]1[CH:7]=[CH:8][C:9]2[N:10]([C:12]([C:15]([OH:17])=[O:16])=[CH:13][N:14]=2)[CH:11]=1 |f:1.2,3.4.5|. Procedure details: A solution of ethyl 6-((2,2,2-trifluoroethoxy)methyl)imidazo[1,2-a]pyridine-3-carboxylate (97) (280 mg, 0.92 mmol) in THF/MeOH/H2O (3:2:1, 5 mL) was treated with 6N LiOH (0.92 mL, 5.52 mmol) and stirred at room temperature for 1 hour. All solvents were removed and 6N HCl was added to adjust pH 5-6. Then the mixture was purified by HPLC to give 6-((2,2,2-trifluoroethoxy)methyl)imidazo[1,2-a]pyridine-3-carboxylic acid (98). 1H NMR (400 MHz, d6-DMSO) δ 9.34 (m, 1H), 8.40 (s, 1H), 7.88 (dd, J=0.8, 9... The reactants are O=C1c2c(OCc3ccccc3)c(=O)c(Br)cn2CCN1Cc1ccc(Cl)c(Cl)c1, C1COCCO1, c1coc(P(c2ccco2)c2ccco2)c1, CCCC[Sn](CCCC)(CCCC)c1nccs1. Product: O=C1c2c(OCc3ccccc3)c(=O)c(-c3nccs3)cn2CCN1Cc1ccc(Cl)c(Cl)c1. As a reaction SMILES: [CH2:1]([c:2]1[cH:3][cH:4][cH:5][cH:6][cH:7]1)[O:8][c:9]1[c:10](=[O:30])[c:11]([Br:29])[cH:12][n:13]2[c:14]1[C:15](=[O:28])[N:16]([CH2:19][c:20]1[cH:21][c:22]([Cl:27])[c:23]([Cl:26])[cH:24][cH:25]1)[CH2:17][CH2:18]2.[O:65]1[CH2:66][CH2:67][O:68][CH2:69][CH2:70]1.[o:31]1[cH:32][cH:33][cH:34][c:35]1[P:36]([c:37]1[o:38][cH:39][cH:40][cH:41]1)[c:42]1[o:43][cH:44][cH:45][cH:46]1.[s:47]1[c:48]([Sn:52]([CH2:53][CH2:54][CH2:55][CH3:56])([CH2:57][CH2:58][CH2:59][CH3:60])[CH2:61][CH2:62][CH2:63][CH3:64])[n:49][cH:50][cH:51]1>>[CH2:1]([c:2]1[cH:3][cH:4][cH:5][cH:6][cH:7]1)[O:8][c:9]1[c:10](=[O:30])[c:11](-[c:48]2[s:47][cH:51][cH:50][n:49]2)[cH:12][n:13]2[c:14]1[C:15](=[O:28])[N:16]([CH2:19][c:20]1[cH:21][c:22]([Cl:27])[c:23]([Cl:26])[cH:24][cH:25]1)[CH2:17][CH2:18]2. Starting materials: (L)-dibenzoylcystine, [BH4-].[Li+] (lithium borohydride), C(C)(C)(C)O (tert-butanol), O1CCCC1 (tetrahydrofuran), C(C1=CC=CC=C1)OC1=CC=C(C(CBr)=O)C=C1 (4-benzyloxyphenacyl bromide). Run in C(C)OCC (diethyl ether), O (water). Run at temperature -60 celsius, time 3 hour. Product: C(C1=CC=CC=C1)OC1=CC=C(C=C1)[C@@H](CBr)O ((S)-1-(4-benzyloxyphenyl)-2-bromoethanol). Isolated yield 45.6%. Reaction SMILES: [BH4-].[Li+].C(O)(C)(C)C.O1CCCC1.[CH2:13]([O:20][C:21]1[CH:30]=[CH:29][C:24]([C:25](=[O:28])[CH2:26][Br:27])=[CH:23][CH:22]=1)[C:14]1[CH:19]=[CH:18][CH:17]=[CH:16][CH:15]=1>C(OCC)C.O>[CH2:13]([O:20][C:21]1[CH:30]=[CH:29][C:24]([C@H:25]([OH:28])[CH2:26][Br:27])=[CH:23][CH:22]=1)[C:14]1[CH:15]=[CH:16][CH:17]=[CH:18][CH:19]=1 |f:0.1|. Reported procedure: A mixture of 10.8 g of (L)-dibenzoylcystine, 1.6 g of lithium borohydride, 2.4 g of tert-butanol and 180 ml of tetrahydrofuran was refluxed for 1 hour and then cooled to -60° C. Thereto was added 6.1 g of 4-benzyloxyphenacyl bromide. The mixture was stirred for 30 minutes at the same temperature and further for 3 hours at -40° to -30° C. The reaction mixture was added to a mixture of 100 ml of water and 200 ml of diethyl ether. The organic layer was separated, washed with water, a saturated aque... Starting materials: C1(=CC=CC=C1)C1(CCC(C2CN(CC12)C(CC1=C(C=CC=C1)O)=O)=O)C1=CC=CC=C1 ((3aRS,7aRS)-7,7-diphenyl-2-(2-hydroxyphenylacetyl)-4-perhydroisoindolone), crystals, C(C1=CC=CC=C1)OCCCl (1-benzyloxy-2-chloroethane). Product: C1(=CC=CC=C1)C1(CCC(C2CN(CC12)C(CC1=C(C=CC=C1)OCCO)=O)=O)C1=CC=CC=C1 ((3aRS,7aRS)-7,7-diphenyl-2-{2-[2-(2-hydroxyethoxy)phenyl]acetyl}-4-perhydroisoindolone). RXN SMILES: [C:1]1([C:7]2([C:27]3[CH:32]=[CH:31][CH:30]=[CH:29][CH:28]=3)[CH:15]3[CH:11]([CH2:12][N:13]([C:16](=[O:25])[CH2:17][C:18]4[CH:23]=[CH:22][CH:21]=[CH:20][C:19]=4[OH:24])[CH2:14]3)[C:10](=[O:26])[CH2:9][CH2:8]2)[CH:6]=[CH:5][CH:4]=[CH:3][CH:2]=1.[CH2:33]([O:40]CCCl)[C:34]1C=CC=CC=1>>[C:27]1([C:7]2([C:1]3[CH:6]=[CH:5][CH:4]=[CH:3][CH:2]=3)[CH:15]3[CH:11]([CH2:12][N:13]([C:16](=[O:25])[CH2:17][C:18]4[CH:23]=[CH:22][CH:21]=[CH:20][C:19]=4[O:24][CH2:34][CH2:33][OH:40])[CH2:14]3)[C:10](=[O:26])[CH2:9][CH2:8]2)[CH:32]=[CH:31][CH:30]=[CH:29][CH:28]=1. Procedure details: Following the procedure of Example 102 and using (3aRS,7aRS)-7,7-diphenyl-2-(2-hydroxyphenylacetyl)-4-perhydroisoindolone and 1-benzyloxy-2-chloroethane as starting materials, (3aRS,7aRS)-7,7-diphenyl-2-{2-[2-(2-hydroxyethoxy)phenyl]acetyl}-4-perhydroisoindolone (0.5 g) is obtained in the form of white crystals melting at 150° C. The reactants are NC1=NC(=CC(=N1)C)OCC1=CC=C(CNC(C(F)(F)F)=O)C=C1 (N-[4-(2-Amino-4-methylpyrimidin-6-yloxymethyl)-benzyl]-2,2,2-trifluoro-acetamide), CN (methylamine). The solvent is CO (methanol). Product: NCC1=CC=C(COC2=CC(=NC(=N2)N)C)C=C1 (6-(4-Aminomethyl-benzyloxy)-2-amino-4-methylpyrimidine). Reaction SMILES: [NH2:1][C:2]1[N:7]=[C:6]([CH3:8])[CH:5]=[C:4]([O:9][CH2:10][C:11]2[CH:24]=[CH:23][C:14]([CH2:15][NH:16]C(=O)C(F)(F)F)=[CH:13][CH:12]=2)[N:3]=1.CN>CO>[NH2:16][CH2:15][C:14]1[CH:13]=[CH:12][C:11]([CH2:10][O:9][C:4]2[N:3]=[C:2]([NH2:1])[N:7]=[C:6]([CH3:8])[CH:5]=2)=[CH:24][CH:23]=1. Procedure: 15 mg (0.061 mmol) N-[4-(2-Amino-4-methylpyrimidin-6-yloxymethyl)-benzyl]-2,2,2-trifluoro-acetamide is dissolved in 1 mL methanol and treated with 2 mL methylamine (33% in ethanol). The reaction mixture is stirred at room temperature over night and all volatiles are removed in vacuo. The product is used without further purification in the next step. ESI-MS m/z 245.1 [M+H]+. Starting materials: C(C)OC(C=C(OCC)N)=O (β-amino-β-ethoxyacrylic acid ethyl ester), C1(=CC=C(C=C1)S(=O)(=O)O)C (p-toluenesulphonic acid), ClC1=C(CNN)C=C(C=C1)Cl (2,5-dichlorobenzylhydrazine). Run in C(C)O (ethanol). Reaction conditions: time 2 hour. Product: NC=1NN(C(C1)=O)CC1=C(C=CC(=C1)Cl)Cl (3-Amino-1-(2,5-dichlorobenzyl)-pyrazol-5-one). RXN SMILES: C([O:3][C:4](=O)[CH:5]=[C:6]([NH2:10])OCC)C.C1(C)C=CC(S(O)(=O)=O)=CC=1.[Cl:23][C:24]1[CH:32]=[CH:31][C:30]([Cl:33])=[CH:29][C:25]=1[CH2:26][NH:27][NH2:28]>C(O)C>[NH2:10][C:6]1[NH:28][N:27]([CH2:26][C:25]2[CH:29]=[C:30]([Cl:33])[CH:31]=[CH:32][C:24]=2[Cl:23])[C:4](=[O:3])[CH:5]=1. Reported procedure: 32.8 g of β-amino-β-ethoxyacrylic acid ethyl ester and 1 g of p-toluenesulphonic acid were dissolved in 120 ml of ethanol and 39 g of 2,5-dichlorobenzylhydrazine were added under nitrogen. After stirring for 2 hours the mixture was left to stand overnight and the compound identified above, which precipitated, was filtered off and recrystallised from ethanol. Melting point: 195°-196° C; Yield: 23 g (43%). Reactants: CC(C)(C)OC(=O)N1CC(C(=O)O)C1, CC12CCC3C(CC(=O)C4CC(O)CCC43C)C1CCC2=O. Product: CC(C)(C)OC(=O)N1CC(C(=O)OC2CCC3(C)C(C2)C(=O)CC2C4CCC(=O)C4(C)CCC23)C1. RXN SMILES: [C:23]([CH3:24])([CH3:25])([CH3:26])[O:27][C:28](=[O:29])[N:30]1[CH2:31][CH:32]([C:34](=[O:35])[OH:36])[CH2:33]1.[OH:1][CH:2]1[CH2:3][CH:4]2[C:5](=[O:22])[CH2:6][CH:7]3[CH:8]4[CH2:9][CH2:10][C:11](=[O:21])[C:12]4([CH3:13])[CH2:14][CH2:15][CH:16]3[C:17]2([CH3:20])[CH2:18][CH2:19]1>>[O:1]([CH:2]1[CH2:3][CH:4]2[C:5](=[O:22])[CH2:6][CH:7]3[CH:8]4[CH2:9][CH2:10][C:11](=[O:21])[C:12]4([CH3:13])[CH2:14][CH2:15][CH:16]3[C:17]2([CH3:20])[CH2:18][CH2:19]1)[C:34]([CH:32]1[CH2:31][N:30]([C:28]([O:27][C:23]([CH3:24])([CH3:25])[CH3:26])=[O:29])[CH2:33]1)=[O:35]. The reactants are BrC1=C(C(=CC(=C1)C(F)(F)F)Cl)I (1-bromo-3-chloro-2-iodo-5-(trifluoromethyl)benzene), C(#N)[Cu] (CuCN). Run in CN(C)C=O (DMF), C(Cl)Cl (DCM). Run at temperature 100 celsius. Yields the product BrC1=C(C#N)C(=CC(=C1)C(F)(F)F)Cl (2-bromo-6-chloro-4-(trifluoromethyl)benzonitrile). RXN SMILES: [Br:1][C:2]1[CH:7]=[C:6]([C:8]([F:11])([F:10])[F:9])[CH:5]=[C:4]([Cl:12])[C:3]=1I.[C:14]([Cu])#[N:15]>CN(C=O)C.C(Cl)Cl>[Br:1][C:2]1[CH:7]=[C:6]([C:8]([F:11])([F:10])[F:9])[CH:5]=[C:4]([Cl:12])[C:3]=1[C:14]#[N:15]. Reported procedure: 1-bromo-3-chloro-2-iodo-5-(trifluoromethyl)benzene (8.0 g, 20.6 mmol) and CuCN (1.9 g, 20.6 mmol) were dissolved in DMF (20 mL) and heated 100° C. After 2 h the temperature was increased to 110° C. After 3 h the reaction was cooled to room temperature, diluted with DCM, filtered, concentrated, and purified via column chromatography to yield the title compound.